This data is from the Open Reaction Database (ORD), a public repository of structured organic reaction records. The task is: describe an organic reaction: reactants, conditions, products, and yield Reactants: C1=CC=CC=2C(C3=CC=CC=C3C(C12)=O)=O (Anthraquinone), SCCC(=O)O (3-mercaptopropionic acid). Run at temperature 65 celsius. Product: OC1=CC=C(C=C1)C1(C=2C=CC=CC2C(C2=CC=CC=C12)=O)C1=CC=C(C=C1)O (10,10 bis-(4-hydroxyl phenyl) anthrone). Reaction SMILES: [CH:1]1[C:14]2[C:13](=O)[C:12]3[C:7](=[CH:8][CH:9]=[CH:10][CH:11]=3)[C:6](=[O:16])[C:5]=2[CH:4]=[CH:3][CH:2]=1.S[CH2:18][CH2:19][C:20]([OH:22])=O>>[OH:16][C:6]1[CH:7]=[CH:12][C:13]([C:13]2([C:1]3[CH:18]=[CH:19][C:20]([OH:22])=[CH:3][CH:2]=3)[C:14]3[C:5](=[CH:4][CH:3]=[CH:2][CH:1]=3)[C:6](=[O:16])[C:7]3[CH:8]=[CH:9][CH:10]=[CH:11][C:12]2=3)=[CH:14][CH:5]=1. Procedure details: Anthraquinone (60 g) phenol (150 g) and 3-mercaptopropionic acid (8 g) were placed in a round-bottom flask. The mixture was heated at 65° C., and then dry hydrogen chloride was bubbled in for about 24 h. The phenol, hydrogen chloride, and cocatalyst were removed by steam distillation. This product was recrystallized from methanol as a slightly yellowish granular mass: MP 320°-322° C. Starting materials: CC(=O)O[BH-](OC(C)=O)OC(C)=O, CN1CCNCC1, NC(=O)c1sc(Nc2ccc(C=O)cc2[N+](=O)[O-])nc1-c1ccc(Cl)cc1, ClCCl, [Na+]. The product is CN1CCN(Cc2ccc(Nc3nc(-c4ccc(Cl)cc4)c(C(N)=O)s3)c([N+](=O)[O-])c2)CC1. As a reaction SMILES: [C:28]([O:29][BH-:30]([O:31][C:32](=[O:33])[CH3:34])[O:35][C:36](=[O:37])[CH3:38])(=[O:39])[CH3:40].[CH3:42][N:43]1[CH2:44][CH2:45][NH:46][CH2:47][CH2:48]1.[Cl:1][c:2]1[cH:3][cH:4][c:5](-[c:8]2[n:9][c:10]([NH:16][c:17]3[c:18]([N+:25](=[O:26])[O-:27])[cH:19][c:20]([CH:23]=[O:24])[cH:21][cH:22]3)[s:11][c:12]2[C:13](=[O:14])[NH2:15])[cH:6][cH:7]1.[Cl:49][CH2:50][Cl:51].[Na+:41]>>[Cl:1][c:2]1[cH:3][cH:4][c:5](-[c:8]2[n:9][c:10]([NH:16][c:17]3[c:18]([N+:25](=[O:26])[O-:27])[cH:19][c:20]([CH2:23][N:46]4[CH2:45][CH2:44][N:43]([CH3:42])[CH2:48][CH2:47]4)[cH:21][cH:22]3)[s:11][c:12]2[C:13](=[O:14])[NH2:15])[cH:6][cH:7]1. The reactants are CC(=O)OCCOc1ccc(-c2nc(C(=O)Nc3nccs3)c(-c3ccc(Cl)cc3)[nH]2)cc1, [Na+], [OH-]. The product is O=C(Nc1nccs1)c1nc(-c2ccc(OCCO)cc2)[nH]c1-c1ccc(Cl)cc1. RXN SMILES: [C:1](=[O:2])([CH3:3])[O:4][CH2:5][CH2:6][O:7][c:8]1[cH:9][cH:10][c:11](-[c:14]2[nH:15][c:16](-[c:27]3[cH:28][cH:29][c:30]([Cl:33])[cH:31][cH:32]3)[c:17]([C:19](=[O:20])[NH:21][c:22]3[s:23][cH:24][cH:25][n:26]3)[n:18]2)[cH:12][cH:13]1.[Na+:35].[OH-:34]>>[OH:4][CH2:5][CH2:6][O:7][c:8]1[cH:9][cH:10][c:11](-[c:14]2[nH:15][c:16](-[c:27]3[cH:28][cH:29][c:30]([Cl:33])[cH:31][cH:32]3)[c:17]([C:19](=[O:20])[NH:21][c:22]3[s:23][cH:24][cH:25][n:26]3)[n:18]2)[cH:12][cH:13]1. Conditions: time 16 hour. Reported procedure: 4-Fluorophthalic anhydride [Acros] (0.84 g, 5 mmol) was dissolved in dichloromethane (30 ml) and polymer bound N-cyclohexylcarbodiimide [Argonaut Technologies] (1.69 mol. eq./g, 3 g) was added, followed by a solution of 3-methoxy-4-(2-pyrrolidin-1-yl-ethoxy)-phenylamine [Example A4] (1.18 g, 5.0 mmol) and a catalytic amount of 4-dimethylaminopyridine. The mixture was stirred for 16 h at ambient temperature. The resin was filtered off over filter-aid, and washed with dichloromethane. The filtrate... RXN SMILES: [F:1][C:2]1[CH:3]=[C:4]2[C:9](=[O:10])[O:8][C:6](=O)[C:5]2=[CH:11][CH:12]=1.C1(N=C=N)CCCCC1.Cl.[CH3:23][O:24][C:25]1[CH:26]=[C:27]([N:39]2C(=O)C3C(=CC=C(OC4C=CC=CC=4)C=3)C2=O)[CH:28]=[CH:29][C:30]=1[O:31][CH2:32][CH2:33][N:34]1[CH2:38][CH2:37][CH2:36][CH2:35]1>ClCCl.CN(C)C1C=CN=CC=1>[F:1][C:2]1[CH:3]=[C:4]2[C:5](=[CH:11][CH:12]=1)[C:6](=[O:8])[N:39]([C:27]1[CH:28]=[CH:29][C:30]([O:31][CH2:32][CH2:33][N:34]3[CH2:35][CH2:36][CH2:37][CH2:38]3)=[C:25]([O:24][CH3:23])[CH:26]=1)[C:9]2=[O:10] |f:2.3|. Starting materials: C1(CCCCC1)N=C=N (N-cyclohexylcarbodiimide), FC=1C=C2C(C(=O)OC2=O)=CC1 (4-Fluorophthalic anhydride), Cl.COC=1C=C(C=CC1OCCN1CCCC1)N1C(C2=CC=C(C=C2C1=O)OC1=CC=CC=C1)=O (2-[3-Methoxy-4-(2-pyrrolidin-1-yl-ethoxy)-phenyl]-5-phenoxy-isoindole-1,3-dione hydrochloride). The product is FC=1C=C2C(N(C(C2=CC1)=O)C1=CC(=C(C=C1)OCCN1CCCC1)OC)=O (5-fluoro-2-[3-methoxy-4-(2-pyrrolidin-1-yl-ethoxy)-phenyl]-isoindole-1,3-dione). Reagents/catalysts: CN(C1=CC=NC=C1)C (4-dimethylaminopyridine). The solvent is ClCCl (dichloromethane). The reactants are Cc1cc(C#N)cc(C)c1Oc1nc(Nc2ccc(C#N)cc2)nc(Cl)c1Br, C1COCCO1, N, O. As a reaction SMILES: [Br:1][c:2]1[c:3]([O:18][c:19]2[c:20]([CH3:28])[cH:21][c:22]([C:26]#[N:27])[cH:23][c:24]2[CH3:25])[n:4][c:5]([NH:9][c:10]2[cH:11][cH:12][c:13]([C:14]#[N:15])[cH:16][cH:17]2)[n:6][c:7]1[Cl:8].[CH2:30]1[O:31][CH2:32][CH2:33][O:34][CH2:35]1.[NH3:29].[OH2:36]>>[Br:1][c:2]1[c:3]([O:18][c:19]2[c:20]([CH3:28])[cH:21][c:22]([C:26]#[N:27])[cH:23][c:24]2[CH3:25])[n:4][c:5]([NH:9][c:10]2[cH:11][cH:12][c:13]([C:14]#[N:15])[cH:16][cH:17]2)[n:6][c:7]1[NH2:29]. Yields the product Cc1cc(C#N)cc(C)c1Oc1nc(Nc2ccc(C#N)cc2)nc(N)c1Br. The product is C1(=CC=CC=C1)N(C(=N)N(C1=CC=CC=C1)C1=CC=CC=C1)C1=CC=CC=C1 (N,N,N′,N′-tetraphenylguanidine). Reaction conditions: time 2 day. The solvent is C(C)OCC (diethyl ether). Reactants: C(C(=O)Cl)(=O)Cl (Oxalyl chloride), C1(=CC=CC=C1)N(C(N(C1=CC=CC=C1)C1=CC=CC=C1)=O)C1=CC=CC=C1 (tetraphenylurea), N (ammonia), CO (methanol). RXN SMILES: C(Cl)(=O)C(Cl)=O.[C:7]1([N:13]([C:29]2[CH:34]=[CH:33][CH:32]=[CH:31][CH:30]=2)[C:14](=O)[N:15]([C:22]2[CH:27]=[CH:26][CH:25]=[CH:24][CH:23]=2)[C:16]2[CH:21]=[CH:20][CH:19]=[CH:18][CH:17]=2)[CH:12]=[CH:11][CH:10]=[CH:9][CH:8]=1.[NH3:35].CO>C(OCC)C>[C:7]1([N:13]([C:29]2[CH:34]=[CH:33][CH:32]=[CH:31][CH:30]=2)[C:14]([N:15]([C:22]2[CH:27]=[CH:26][CH:25]=[CH:24][CH:23]=2)[C:16]2[CH:21]=[CH:20][CH:19]=[CH:18][CH:17]=2)=[NH:35])[CH:12]=[CH:11][CH:10]=[CH:9][CH:8]=1. Procedure: A solution of diphenylamine (3.05 g, 18 mmol) and triethylamine (6 mL, 43 mmol) in THF (62 mL) was added dropwise to a stirred solution of triphosgene (1.99 g, 6.7 mmol) in THF (37 mL) at room temperature. The reaction mixture was heated to reflux overnight. Then, a solution of diphenylamine (3.1 g, 18 mmol) and triethylamine (5.8 mL, 42 mmol) in THF (37 mL) was added. The reaction mixture was stirred overnight at reflux temperature. The reaction mixture was filtered and the filtrate was evapora... Starting materials: C([O-])([O-])=O.[K+].[K+] (potassium carbonate), C1(=CC=CC=C1)C(N1CCN(CC1)CC1CO1)C1=CC=CC=C1 (1-(diphenylmethyl)-4-(2,3-epoxypropyl)piperazine), C1(=CC=CC=C1)CCN (2-phenylethylamine). Run in CN(C)C=O (DMF). Yields the product C1(=CC=CC=C1)C(N1CCN(CC1)CC(CNCCC1=CC=CC=C1)O)C1=CC=CC=C1 (1-Diphenylmethyl-4-[2-hydroxy-3-(2-phenylethylamino)propyl]piperazine). Isolated yield 34.9%. RXN SMILES: [C:1]1([CH:7]([C:18]2[CH:23]=[CH:22][CH:21]=[CH:20][CH:19]=2)[N:8]2[CH2:13][CH2:12][N:11]([CH2:14][CH:15]3[O:17][CH2:16]3)[CH2:10][CH2:9]2)[CH:6]=[CH:5][CH:4]=[CH:3][CH:2]=1.[C:24]1([CH2:30][CH2:31][NH2:32])[CH:29]=[CH:28][CH:27]=[CH:26][CH:25]=1.C(=O)([O-])[O-].[K+].[K+]>CN(C=O)C>[C:18]1([CH:7]([C:1]2[CH:6]=[CH:5][CH:4]=[CH:3][CH:2]=2)[N:8]2[CH2:13][CH2:12][N:11]([CH2:14][CH:15]([OH:17])[CH2:16][NH:32][CH2:31][CH2:30][C:24]3[CH:29]=[CH:28][CH:27]=[CH:26][CH:25]=3)[CH2:10][CH2:9]2)[CH:19]=[CH:20][CH:21]=[CH:22][CH:23]=1 |f:2.3.4|. Procedure details: 3.08 g (0.01 mol) of 1-(diphenylmethyl)-4-(2,3-epoxypropyl)piperazine and 1.2 g (0.01 mol) of 2-phenylethylamine were refluxed with heating together with 200 ml of DMF for 24 hours in the presence of a catalytic amount of an alkali such as potassium carbonate. DMF was distilled off under reduced pressure, and a residue was extracted with ethyl acetate. After washing with water and drying, the ethyl acetate was distilled off under reduced pressure to obtain 5 g of a crude subject compound of a vi... Reactants: CC1=C(C(=O)NC2=CC=C(C(=O)O)C=C2)C=CC=C1 (4-[(2-methylbenzoyl)amino]benzoic acid), S(=O)(Cl)Cl (thionyl chloride). The product is CC1=C(C(=O)NC2=CC=C(C(=O)Cl)C=C2)C=CC=C1 (4-[(2-Methylbenzoyl)amino]benzoyl chloride). As a reaction SMILES: [CH3:1][C:2]1[CH:19]=[CH:18][CH:17]=[CH:16][C:3]=1[C:4]([NH:6][C:7]1[CH:15]=[CH:14][C:10]([C:11](O)=[O:12])=[CH:9][CH:8]=1)=[O:5].S(Cl)([Cl:22])=O>>[CH3:1][C:2]1[CH:19]=[CH:18][CH:17]=[CH:16][C:3]=1[C:4]([NH:6][C:7]1[CH:15]=[CH:14][C:10]([C:11]([Cl:22])=[O:12])=[CH:9][CH:8]=1)=[O:5]. Reported procedure: A mixture of 10.3 g of 4-[(2-methylbenzoyl)amino]benzoic acid and 32 ml of thionyl chloride is refluxed for 1.5 hours. The solution is concentrated in vacuo. Toluene is added and the solvent removed in vacuo. Toluene is added and the mixture chilled and filtered to give the desired product as a yellow solid, 135°-141° C. Reaction conditions: time 8 hour. Procedure: To a slurry of (1R,3S,4S)-2-azabicyclo[2.2.1]heptane-3-carboxylic acid hydrogen chloride (500 mg, 3 mmol) in tetrahydrofuran (4.6 mL) was added lithium tetrahydroaluminate (1N solution in tetrahydrofuran, 5.7 mL, 6 mmol) dropwise over 10 minutes. The reaction mixture was stirred overnight at ambient temperature under an atmosphere of nitrogen. The reaction was quenched with a few drops of water, diluted with diethyl ether (50 mL) and tetrahydrofuran (25 mL). The reaction mixture was basified to ... The reactants are Cl.[C@@H]12N[C@@H]([C@@H](CC1)C2)C(=O)O ((1R,3S,4S)-2-azabicyclo[2.2.1]heptane-3-carboxylic acid hydrogen chloride), [AlH4-].[Li+] (lithium tetrahydroaluminate). RXN SMILES: Cl.[C@H:2]12[CH2:8][C@H:5]([CH2:6][CH2:7]1)[C@@H:4]([C:9](O)=[O:10])[NH:3]2.[AlH4-].[Li+]>O1CCCC1>[C@H:2]12[CH2:8][C@H:5]([CH2:6][CH2:7]1)[C@@H:4]([CH2:9][OH:10])[NH:3]2 |f:0.1,2.3|. Solvent: O1CCCC1 (tetrahydrofuran). The product is [C@@H]12N[C@@H]([C@@H](CC1)C2)CO ((1R,3S,4S)-2-azabicyclo[2.2.1]heptan-3-ylmethanol).